Dataset: the Open Reaction Database (ORD), a public repository of structured organic reaction records. Task: describe an organic reaction: reactants, conditions, products, and yield Procedure: Subsequently, oxalic acid ((COOH)2) is added to neodymium sulfate taken out from the reaction tank (not shown) to produce neodymium oxalate (Nd2(COO)3) that is a Nd oxalic acid salt. Product: C(C(=O)[O-])(=O)[O-].[Nd+3].C(C(=O)[O-])(=O)[O-].C(C(=O)[O-])(=O)[O-].[Nd+3] (neodymium oxalate). The reactants are C(C(=O)O)(=O)O (oxalic acid), S(=O)(=O)([O-])[O-].[Nd+3].S(=O)(=O)([O-])[O-].S(=O)(=O)([O-])[O-].[Nd+3] (neodymium sulfate). RXN SMILES: [C:1]([OH:6])(=[O:5])[C:2]([OH:4])=[O:3].S([O-])([O-])(=O)=O.[Nd+3:12].S([O-])([O-])(=O)=O.S([O-])([O-])(=O)=O.[Nd+3]>>[C:1]([O-:6])(=[O:5])[C:2]([O-:4])=[O:3].[Nd+3:12].[C:1]([O-:6])(=[O:5])[C:2]([O-:4])=[O:3].[C:1]([O-:6])(=[O:5])[C:2]([O-:4])=[O:3].[Nd+3:12] |f:1.2.3.4.5,6.7.8.9.10|. The reactants are resultant suspension, C(C)(C)(C)C1=C(C(=CC(=C1)C)C(C)(C)C)O (2,6-di-tert-butyl-4-methylphenol), C(C)(C)(C)N1P(OCC1)Cl (3-tert-butyl-2-chloro-1,3,2-oxazaphospholidine), [H-].[Na+] (sodium hydride). The solvent is O1CCCC1 (THF), O1CCCC1 (THF). Run at temperature 40 celsius, time 16 hour. Product: C(C)(C)(C)N1P(OCC1)OC1=C(C=C(C=C1C(C)(C)C)C)C(C)(C)C (3-tert-Butyl-2-(2,6-di-tert-butyl-4-methylphenoxy)-1,3,2-oxazaphospholidine). The yield is 67.0%. Reaction SMILES: [H-].[Na+].[C:3]([C:7]1[CH:12]=[C:11]([CH3:13])[CH:10]=[C:9]([C:14]([CH3:17])([CH3:16])[CH3:15])[C:8]=1[OH:18])([CH3:6])([CH3:5])[CH3:4].[C:19]([N:23]1[CH2:27][CH2:26][O:25][P:24]1Cl)([CH3:22])([CH3:21])[CH3:20]>O1CCCC1>[C:19]([N:23]1[CH2:27][CH2:26][O:25][P:24]1[O:18][C:8]1[C:7]([C:3]([CH3:6])([CH3:5])[CH3:4])=[CH:12][C:11]([CH3:13])=[CH:10][C:9]=1[C:14]([CH3:17])([CH3:16])[CH3:15])([CH3:22])([CH3:21])[CH3:20] |f:0.1|. Reported procedure: A 500 ml, three neck flask equipped with a thermometer, an addition funnel and a condenser topped with a nitrogen sweep is charged with 4.4 g (0.11 mol) of sodium hydride. The sodium hydride is washed with two 20 ml portions of hexane and finally suspended in 45 ml of tetrahydrofuran (THF). To the resultant suspension is added dropwise a solution of 22.04 g (0.10 mol) of 2,6-di-tert-butyl-4-methylphenol in 150 ml of THF at such a rate to keep the reaction temperature between 20°-30° C. The resul... Solvent: C(Cl)Cl (methylene chloride). RXN SMILES: [CH2:1]([C:4]1[N:8]([CH2:9][C:10]2[CH:15]=[CH:14][C:13]([C:16]3[C:17]([C:22]([O:24]C(C)(C)C)=[O:23])=[CH:18][CH:19]=[CH:20][CH:21]=3)=[CH:12][CH:11]=2)[C:7]2[CH:29]=[C:30]([C:33]3[N:37]([CH3:38])[C:36]4[CH:39]=[CH:40][C:41]([CH3:43])=[CH:42][C:35]=4[N:34]=3)[CH:31]=[CH:32][C:6]=2[N:5]=1)[CH2:2][CH3:3].FC(F)(F)C(O)=O>C(Cl)Cl>[CH2:1]([C:4]1[N:8]([CH2:9][C:10]2[CH:11]=[CH:12][C:13]([C:16]3[C:17]([C:22]([OH:24])=[O:23])=[CH:18][CH:19]=[CH:20][CH:21]=3)=[CH:14][CH:15]=2)[C:7]2[CH:29]=[C:30]([C:33]3[N:37]([CH3:38])[C:36]4[CH:39]=[CH:40][C:41]([CH3:43])=[CH:42][C:35]=4[N:34]=3)[CH:31]=[CH:32][C:6]=2[N:5]=1)[CH2:2][CH3:3]. Product: C(CC)C1=NC2=C(N1CC1=CC=C(C=C1)C=1C(=CC=CC1)C(=O)O)C=C(C=C2)C2=NC1=C(N2C)C=CC(=C1)C (4'-[[2-n-Propyl-6-(1,5-dimethyl-benzimidazol-2-yl)-benzimidazol-1-yl]methyl]biphenyl-2-carboxylic acid). Procedure: Prepared analogously to Example 1 from tert.-butyl 4'-[[2-n-propyl-6-(1,5-dimethyl-benzimidazol-2-yl)-benzimidazol-1-yl]methyl]biphenyl-2-carboxylate and trifluoroacetic acid in methylene chloride. Starting materials: C(CC)C1=NC2=C(N1CC1=CC=C(C=C1)C=1C(=CC=CC1)C(=O)OC(C)(C)C)C=C(C=C2)C2=NC1=C(N2C)C=CC(=C1)C (tert.-butyl 4'-[[2-n-propyl-6-(1,5-dimethyl-benzimidazol-2-yl)-benzimidazol-1-yl]methyl]biphenyl-2-carboxylate), FC(C(=O)O)(F)F (trifluoroacetic acid). Starting materials: solid, CSC=1SC=2C(=NC=C(C2)C(=O)OCC)N1 (ethyl 2-(methylthio)thiazolo[4,5-b]pyridine-6-carboxylate), CSC=1SC2=C(N1)C=CC(=C2)C(=O)OCC (ethyl 2-(methylthio)benzo[d]thiazole-6-carboxylate). Product: CSC=1SC=2C(=NC=C(C2)CO)N1 ((2-(Methylthio)thiazolo[4,5-b]pyridin-6-yl)methanol). RXN SMILES: [CH3:1][S:2][C:3]1[S:4][C:5]2[C:6]([N:16]=1)=[N:7][CH:8]=[C:9]([C:11](OCC)=[O:12])[CH:10]=2.CSC1SC2C=C(C(OCC)=O)C=CC=2N=1>>[CH3:1][S:2][C:3]1[S:4][C:5]2[C:6]([N:16]=1)=[N:7][CH:8]=[C:9]([CH2:11][OH:12])[CH:10]=2. Procedure details: (2-(Methylthio)thiazolo[4,5-b]pyridin-6-yl)methanol was synthesized as a white solid (404 mg, 67%) using a procedure analogous to that described in Step 3 of Example 36, substituting ethyl 2-(methylthio)thiazolo[4,5-b]pyridine-6-carboxylate from the previous step for ethyl 2-(methylthio)benzo[d]thiazole-6-carboxylate used in Example 36. 1H NMR (300 MHz, DMSO-d6) δ 8.51 (d, J=1.9 Hz, 1H), 8.42 (d, J=1.9 Hz, 1H), 5.44 (t, J=5.7 Hz, 1H), 4.63 (d, J=5.7 Hz, 2H), 2.82 (s, 3H); LCMS (ESI) m/z 213 (M+H... Starting materials: N1=C(N=CC=C1)OC1=CC=C(C=O)C=C1 (4-(2-Pyrimidinyloxy)benzaldehyde), N1(N=CC=C1)C1=CC=C(C=O)C=C1 (4-(1H-pyrazol-1-yl)-benzaldehyde). The product is N1=C(N=CC=C1)OC1=CC=C(C=C1)/C=C/C=O ((2E)-3-[4-(2-Pyrimidinyloxy)phenyl]-2-propenal). Reaction SMILES: [N:1]1[CH:6]=[CH:5][CH:4]=[N:3][C:2]=1[O:7][C:8]1[CH:15]=[CH:14][C:11]([CH:12]=O)=[CH:10][CH:9]=1.N1(C2C=C[C:24]([CH:25]=[O:26])=CC=2)C=CC=N1>>[N:1]1[CH:6]=[CH:5][CH:4]=[N:3][C:2]=1[O:7][C:8]1[CH:15]=[CH:14][C:11](/[CH:12]=[CH:24]/[CH:25]=[O:26])=[CH:10][CH:9]=1. Procedure details: The title compound was prepared by a procedure analogous to Reference Example 30 by substituting 4-(2-pyrimidinyloxy)benzaldehyde (prepared as described in Reference Example 9) for the 4-(1H-pyrazol-1-yl)-benzaldehyde of Reference Example 30. MS 227 (M+H)+. Reactants: Example 231A, C(C)(C)N(C(C)C)CC (N,N-diisopropylethylamine), C(C)OC(C)(C)C1=NN(C(=C1)NC(OC1=CC=CC=C1)=O)C1=CC=CC=C1 (phenyl 3-(2-ethoxypropan-2-yl)-1-phenyl-1H-pyrazol-5-ylcarbamate), Example 168B, COC=1C=C2C(=NC=NC2=CC1OCCOC)SC=1C=C(N)C=CC1 (3-(6-methoxy-7-(2-methoxyethoxy)quinazolin-4-ylthio)aniline). Solvent: C1CCOC1 (THF). The product is C(C)OC(C)(C)C1=NN(C(=C1)NC(=O)NC1=CC(=CC=C1)SC1=NC=NC2=CC(=C(C=C12)OC)OCCOC)C1=CC=CC=C1 (1-[3-(2-ethoxypropan-2-yl)-1-phenyl-1H-pyrazol-5-yl]-3-{3-[6-methoxy-7-(2-methoxyethoxy)quinazolin-4-ylthio]phenyl}urea). The yield is 54.0%. Reaction SMILES: [CH2:1]([O:3][C:4]([C:7]1[CH:11]=[C:10]([NH:12][C:13](=[O:21])OC2C=CC=CC=2)[N:9]([C:22]2[CH:27]=[CH:26][CH:25]=[CH:24][CH:23]=2)[N:8]=1)([CH3:6])[CH3:5])[CH3:2].[CH3:28][O:29][C:30]1[CH:31]=[C:32]2[C:37](=[CH:38][C:39]=1[O:40][CH2:41][CH2:42][O:43][CH3:44])[N:36]=[CH:35][N:34]=[C:33]2[S:45][C:46]1[CH:47]=[C:48]([CH:50]=[CH:51][CH:52]=1)[NH2:49].C(N(CC)C(C)C)(C)C>C1COCC1>[CH2:1]([O:3][C:4]([C:7]1[CH:11]=[C:10]([NH:12][C:13]([NH:49][C:48]2[CH:50]=[CH:51][CH:52]=[C:46]([S:45][C:33]3[C:32]4[C:37](=[CH:38][C:39]([O:40][CH2:41][CH2:42][O:43][CH3:44])=[C:30]([O:29][CH3:28])[CH:31]=4)[N:36]=[CH:35][N:34]=3)[CH:47]=2)=[O:21])[N:9]([C:22]2[CH:23]=[CH:24][CH:25]=[CH:26][CH:27]=2)[N:8]=1)([CH3:5])[CH3:6])[CH3:2]. Procedure details: Using the procedure described in Example 159B, phenyl 3-(2-ethoxypropan-2-yl)-1-phenyl-1H-pyrazol-5-ylcarbamate described in Example 168B (0.115 g, 0.33 mmol), 3-(6-methoxy-7-(2-methoxyethoxy)quinazolin-4-ylthio)aniline described in Example 231A (0.118 g, 0.33 mmol), and N,N-diisopropylethylamine (0.8 mL) in THF (6 mL) at 50° C. for 5 hours, to afford 1-[3-(2-ethoxypropan-2-yl)-1-phenyl-1H-pyrazol-5-yl]-3-{3-[6-methoxy-7-(2-methoxyethoxy)quinazolin-4-ylthio]phenyl}urea as solid (0.111 g, 54%). 1... Starting materials: COc1ccc2c(c1)C(C#N)=C2, CCO, [K+], [OH-], O. The product is COc1ccc2c(c1)C(C(=O)O)=C2. RXN SMILES: [C:1](#[N:2])[C:3]1=[CH:4][c:5]2[c:6]1[cH:7][c:8]([O:11][CH3:12])[cH:9][cH:10]2.[CH3:16][CH2:17][OH:18].[K+:14].[OH-:13].[OH2:15]>>[C:1]([C:3]1=[CH:4][c:5]2[c:6]1[cH:7][c:8]([O:11][CH3:12])[cH:9][cH:10]2)(=[O:13])[OH:15]. Reactants: Cl.NCCCC(=O)OCC (ethyl 4-aminobutanoate hydrochloride), N=1C=C(N2C1C=CC=C2)CN2C(CC(C2)C2=CC=CC=C2)=O (1-(imidazo[1,2-a]pyridin-3-ylmethyl)-4-phenylpyrrolidin-2-one), C(C)(=O)[O-].[Na+] (Sodium acetate), C(C1=CC=CC=C1)(C1=CC=CC=C1)(C1=CC=CC=C1)N1C=NC(=C1)C(CC)=O (1-(1-trityl-1H-imidazol-4-yl)propan-1-one), [BH3-]C#N.[Na+] (NaBH3CN), [O-]S(=O)(=O)[O-].[Na+].[Na+] (Na2SO4). The solvent is CO (MeOH), CCOCC (Et2O), CO (MeOH). Run at time 48 hour. The product is C(C1=CC=CC=C1)(C1=CC=CC=C1)(C1=CC=CC=C1)N1C=NC(=C1)C(CC)NCCCC(=O)OCC (ethyl 4-{[1-(1-trityl-1H-imidazol-4-yl)propyl]amino}butanoate). Reaction SMILES: Cl.[NH2:2][CH2:3][CH2:4][CH2:5][C:6]([O:8][CH2:9][CH3:10])=[O:7].N1C=C(CN2CC(C3C=CC=CC=3)CC2=O)N2C=CC=CC=12.C([O-])(=O)C.[Na+].[C:38]([N:57]1[CH:61]=[C:60]([C:62](=O)[CH2:63][CH3:64])[N:59]=[CH:58]1)([C:51]1[CH:56]=[CH:55][CH:54]=[CH:53][CH:52]=1)([C:45]1[CH:50]=[CH:49][CH:48]=[CH:47][CH:46]=1)[C:39]1[CH:44]=[CH:43][CH:42]=[CH:41][CH:40]=1.[BH3-]C#N.[Na+].[O-]S([O-])(=O)=O.[Na+].[Na+]>CO.CCOCC>[C:38]([N:57]1[CH:61]=[C:60]([CH:62]([NH:2][CH2:3][CH2:4][CH2:5][C:6]([O:8][CH2:9][CH3:10])=[O:7])[CH2:63][CH3:64])[N:59]=[CH:58]1)([C:45]1[CH:46]=[CH:47][CH:48]=[CH:49][CH:50]=1)([C:51]1[CH:56]=[CH:55][CH:54]=[CH:53][CH:52]=1)[C:39]1[CH:44]=[CH:43][CH:42]=[CH:41][CH:40]=1 |f:0.1,3.4,6.7,8.9.10|. Procedure: In a 100 ml, three-necked flask fitted with a magnetic stirrer, under inert atmosphere, ethyl 4-aminobutanoate hydrochloride al 7 (1.75 g, 0.0104 mol) is dissolved in MeOH (30 ml). Sodium acetate (1.28 g, 0.0156 mol), a solution of 1-(1-trityl-1H-imidazol-4-yl)propan-1-one x89 (0.96 g, 2.6 mmol) in a mixture of MeOH (7 ml) and Et2O (20 ml), NaBH3CN (0.15 g, 2.34 mmol) and finally Na2SO4 are added. After stirring for 48 h at room temperature, the mixture is poured on Et2O/H2O. The organic phase i...